Dataset: the Open Reaction Database (ORD), a public repository of structured organic reaction records. Task: describe an organic reaction: reactants, conditions, products, and yield The reactants are CCOC(C)=O, CCO, CCOC(=O)CCCOc1cnc(N(Cc2cc(C(F)(F)F)cc(C(F)(F)F)c2)Cc2cc(C(F)(F)F)ccc2-c2nc(C(C)C)ccc2OC)nc1, [Na+], [OH-]. Product: COc1ccc(C(C)C)nc1-c1ccc(C(F)(F)F)cc1CN(Cc1cc(C(F)(F)F)cc(C(F)(F)F)c1)c1ncc(OCCCC(=O)O)cn1. As a reaction SMILES: [CH3:56][CH2:57][O:58][C:59](=[O:60])[CH3:61].[CH3:62][CH2:63][OH:64].[F:1][C:2]([c:3]1[cH:4][c:5]([CH2:6][N:7]([c:8]2[n:9][cH:10][c:11]([O:14][CH2:15][CH2:16][CH2:17][C:18](=[O:19])[O:20][CH2:21][CH3:22])[cH:12][n:13]2)[CH2:23][c:24]2[c:25](-[c:34]3[n:35][c:36]([CH:42]([CH3:43])[CH3:44])[cH:37][cH:38][c:39]3[O:40][CH3:41])[cH:26][cH:27][c:28]([C:30]([F:31])([F:32])[F:33])[cH:29]2)[cH:45][c:46]([C:48]([F:49])([F:50])[F:51])[cH:47]1)([F:52])[F:53].[Na+:55].[OH-:54]>>[F:1][C:2]([c:3]1[cH:4][c:5]([CH2:6][N:7]([c:8]2[n:9][cH:10][c:11]([O:14][CH2:15][CH2:16][CH2:17][C:18](=[O:19])[OH:20])[cH:12][n:13]2)[CH2:23][c:24]2[c:25](-[c:34]3[n:35][c:36]([CH:42]([CH3:43])[CH3:44])[cH:37][cH:38][c:39]3[O:40][CH3:41])[cH:26][cH:27][c:28]([C:30]([F:31])([F:32])[F:33])[cH:29]2)[cH:45][c:46]([C:48]([F:49])([F:50])[F:51])[cH:47]1)([F:52])[F:53]. RXN SMILES: [C:27]([OH:28])(=[O:29])[CH3:30].[C:31]([BH3-:32])#[N:33].[CH2:1]([c:2]1[cH:3][cH:4][cH:5][cH:6][cH:7]1)[O:8][C:9](=[O:10])[N:11]([CH3:12])[CH2:13][CH:14]=[O:15].[CH3:16][O:17][C:18]([c:19]1[cH:20][cH:21][c:22]([NH2:25])[cH:23][cH:24]1)=[O:26].[CH3:35][c:36]1[cH:37][cH:38][cH:39][cH:40][cH:41]1.[Na+:34]>>[CH2:1]([c:2]1[cH:3][cH:4][cH:5][cH:6][cH:7]1)[O:8][C:9](=[O:10])[N:11]([CH3:12])[CH2:13][CH2:14][NH:25][c:22]1[cH:21][cH:20][c:19]([C:18]([O:17][CH3:16])=[O:26])[cH:24][cH:23]1. Starting materials: CC(=O)O, [BH3-]C#N, CN(CC=O)C(=O)OCc1ccccc1, COC(=O)c1ccc(N)cc1, Cc1ccccc1, [Na+]. Product: COC(=O)c1ccc(NCCN(C)C(=O)OCc2ccccc2)cc1. Yields the product FC(OC1=C(C=CC=C1)S(=O)(=O)N1CCC2(CCN(C2=O)C2=CC=C(C=C2)OC(C(F)(F)F)C)CC1)(F)F (8-(2-Trifluoromethoxy-benzenesulfonyl)-2-[4-(2,2,2-trifluoro-1-methyl-ethoxy)-phenyl]-2,8-diaza-spiro[4.5]decan-1-one). Reported procedure: Brown solid. MS (ESI): 567.13 (MH+). This example was prepared in analogy to example 1 step C) to D) from 4-(2-methoxy-ethyl)-piperidine-4-carboxylic acid ethyl ester (example 1 step B)), 2-trifluoromethoxy-benzenesulfonyl chloride and (4-(2,2,2-trifluoro-1-methyl-ethoxy)-phenylamine. Reactants: C(C)OC(=O)C1(CCNCC1)CCOC (4-(2-methoxy-ethyl)-piperidine-4-carboxylic acid ethyl ester), FC(OC1=C(C=CC=C1)S(=O)(=O)Cl)(F)F (2-trifluoromethoxy-benzenesulfonyl chloride), FC(C(OC1=CC=C(C=C1)N)C)(F)F (4-(2,2,2-trifluoro-1-methyl-ethoxy)-phenylamine). RXN SMILES: C(O[C:4]([C:6]1([CH2:12][CH2:13]OC)[CH2:11][CH2:10][NH:9][CH2:8][CH2:7]1)=[O:5])C.[F:16][C:17]([F:30])([F:29])[O:18][C:19]1[CH:24]=[CH:23][CH:22]=[CH:21][C:20]=1[S:25](Cl)(=[O:27])=[O:26].[F:31][C:32]([F:44])([F:43])[CH:33]([CH3:42])[O:34][C:35]1[CH:40]=[CH:39][C:38]([NH2:41])=[CH:37][CH:36]=1>>[F:16][C:17]([F:30])([F:29])[O:18][C:19]1[CH:24]=[CH:23][CH:22]=[CH:21][C:20]=1[S:25]([N:9]1[CH2:8][CH2:7][C:6]2([C:4](=[O:5])[N:41]([C:38]3[CH:39]=[CH:40][C:35]([O:34][CH:33]([CH3:42])[C:32]([F:31])([F:43])[F:44])=[CH:36][CH:37]=3)[CH2:13][CH2:12]2)[CH2:11][CH2:10]1)(=[O:27])=[O:26]. Starting materials: COC(=O)Cl, [Na+], [OH-], O, O=C(O)c1ccc(O)cc1. The product is COC(=O)Oc1ccc(C(=O)O)cc1. As a reaction SMILES: [CH3:13][O:14][C:15](=[O:16])[Cl:17].[Na+:2].[OH-:1].[OH2:18].[OH:3][C:4](=[O:5])[c:6]1[cH:7][cH:8][c:9]([OH:10])[cH:11][cH:12]1>>[OH:3][C:4](=[O:5])[c:6]1[cH:7][cH:8][c:9]([O:10][C:15]([O:14][CH3:13])=[O:16])[cH:11][cH:12]1.